The task is: describe an organic reaction: reactants, conditions, products, and yield. This data is from the Open Reaction Database (ORD), a public repository of structured organic reaction records. Starting materials: N1C=NC=C1 (imidazole), BrC(C(C(CCl)(C)C)=O)OC1=CC=C(C=C1)C1=CC=C(C=C1)Cl (1-bromo-4-chloro-1-[4-(4-chlorophenyl)-phenoxy]-3,3-dimethyl-butan-2-one), C1(=CC=CC=2C(=CC=CC12)S(=O)(=O)O)S(=O)(=O)O (1,5-naphthalenedisulphonic acid). The solvent is C(C)#N (acetonitrile), CC(=O)C (acetone). Run at time 2 hour. The product is C1(=CC=CC=2C(=CC=CC12)S(=O)(=O)O)S(=O)(=O)O.ClCC(C(C(N1C=NC=C1)OC1=CC=C(C=C1)C1=CC=C(C=C1)Cl)=O)(C)C (4-chloro-1-[4-(4-chlorophenyl)-phenoxy]-3,3-dimethyl-1(imidazol-1-yl)-butan-2-one naphthalene-1,5-disulphonate). The yield is 74.6%. As a reaction SMILES: Br[CH:2]([O:10][C:11]1[CH:16]=[CH:15][C:14]([C:17]2[CH:22]=[CH:21][C:20]([Cl:23])=[CH:19][CH:18]=2)=[CH:13][CH:12]=1)[C:3](=[O:9])[C:4]([CH3:8])([CH3:7])[CH2:5][Cl:6].[NH:24]1[CH:28]=[CH:27][N:26]=[CH:25]1.[C:29]1([S:43]([OH:46])(=[O:45])=[O:44])[C:38]2[CH:37]=[CH:36][CH:35]=[C:34]([S:39]([OH:42])(=[O:41])=[O:40])[C:33]=2[CH:32]=[CH:31][CH:30]=1>C(#N)C.CC(C)=O>[C:29]1([S:43]([OH:46])(=[O:45])=[O:44])[C:38]2[CH:37]=[CH:36][CH:35]=[C:34]([S:39]([OH:42])(=[O:41])=[O:40])[C:33]=2[CH:32]=[CH:31][CH:30]=1.[Cl:6][CH2:5][C:4]([CH3:8])([CH3:7])[C:3](=[O:9])[CH:2]([O:10][C:11]1[CH:16]=[CH:15][C:14]([C:17]2[CH:22]=[CH:21][C:20]([Cl:23])=[CH:19][CH:18]=2)=[CH:13][CH:12]=1)[N:24]1[CH:28]=[CH:27][N:26]=[CH:25]1 |f:5.6|. Procedure details: 20.8 g (0.05 mol) of crude 1-bromo-4-chloro-1-[4-(4-chlorophenyl)-phenoxy]-3,3-dimethyl-butan-2-one were dissolved in 120 ml of absolute acetonitrile. 12 g (0.175 mol) of imidazole were added and the mixture was heated for 40 hours under reflux. It was then concentrated by distilling off the solvent in vacuo and the residue was taken up in 300 ml of methylene chloride. The solution was washed three times with 100 ml of water at a time and was dried over sodium sulphate and again concentrated in ... Starting materials: CC(=O)O, CC(=O)N1CCN=C1c1c(Cl)nc(N)nc1Cl. Yields the product Nc1nc(Cl)c(C2=NCCN2)c(Cl)n1. Reaction SMILES: [CH3:18][C:19](=[O:20])[OH:21].[Cl:1][c:2]1[n:3][c:4]([NH2:17])[n:5][c:6]([Cl:16])[c:7]1[C:8]1=[N:12][CH2:11][CH2:10][N:9]1[C:13](=[O:14])[CH3:15]>>[Cl:1][c:2]1[n:3][c:4]([NH2:17])[n:5][c:6]([Cl:16])[c:7]1[C:8]1=[N:12][CH2:11][CH2:10][NH:9]1.